The task is: describe an organic reaction: reactants, conditions, products, and yield. This data is from the Open Reaction Database (ORD), a public repository of structured organic reaction records. The reactants are ClC1=NC(=NC(=C1)C1=CC=C(C=C1)F)C (4-chloro-6-(4-fluorophenyl)-2-methylpyrimidine), [H-].[Na+] (sodium hydride), N1(CCCCC1)CCCCCO (5-piperidino-1-pentanol). Run in C1CCCCC1 (cyclohexane). Yields the product FC1=CC=C(C=C1)C1=NC(=NC(=C1)OCCCCCN1CCCCC1)C (4-(4-fluorophenyl)-2-methyl-6-(5-piperidinopentyloxy)pyrimidine). Reaction SMILES: Cl[C:2]1[CH:7]=[C:6]([C:8]2[CH:13]=[CH:12][C:11]([F:14])=[CH:10][CH:9]=2)[N:5]=[C:4]([CH3:15])[N:3]=1.[H-].[Na+].[N:18]1([CH2:24][CH2:25][CH2:26][CH2:27][CH2:28][OH:29])[CH2:23][CH2:22][CH2:21][CH2:20][CH2:19]1>C1CCCCC1>[F:14][C:11]1[CH:12]=[CH:13][C:8]([C:6]2[CH:7]=[C:2]([O:29][CH2:28][CH2:27][CH2:26][CH2:25][CH2:24][N:18]3[CH2:23][CH2:22][CH2:21][CH2:20][CH2:19]3)[N:3]=[C:4]([CH3:15])[N:5]=2)=[CH:9][CH:10]=1 |f:1.2|. Procedure details: 13.8 kg of 4-chloro-6-(4-fluorophenyl)-2-methylpyrimidine, 4.8 kg of 60% sodium hydride, 130 kg of cyclohexane and 10.6 kg of 5-piperidino-1-pentanol were stirred under reflux for 4 hours. The reactants are Cl.O1CCOCC1 (HCl dioxane), OC=1C(=C2C(CC3(CCC3)OC2=CC1C)=NO)C (6-hydroxy-5,7-dimethylspiro[chromene-2,1′-cyclobutan]-4(3H)-one oxime), C(=O)(O)[O-].[Na+] (NaHCO3). Run in C1CCOC1 (THF). Run at temperature 0 celsius, time 45 minute. The product is ONC1CC2(CCC2)OC2=CC(=C(C(=C12)C)O)C (4-(hydroxyamino)-5,7-dimethyl-3,4-dihydrospiro[chromene-2,1′-cyclobutan]-6-ol). Yield: 69.3%. Reaction SMILES: [OH:1][C:2]1[C:3]([CH3:18])=[C:4]2[C:12](=[CH:13][C:14]=1[CH3:15])[O:11][C:7]1([CH2:10][CH2:9][CH2:8]1)[CH2:6][C:5]2=[N:16][OH:17].Cl.O1CCOCC1.C([O-])(O)=O.[Na+]>C1COCC1>[OH:17][NH:16][CH:5]1[C:4]2[C:12](=[CH:13][C:14]([CH3:15])=[C:2]([OH:1])[C:3]=2[CH3:18])[O:11][C:7]2([CH2:10][CH2:9][CH2:8]2)[CH2:6]1 |f:1.2,3.4|. Reported procedure: 1.0 g of 6-hydroxy-5,7-dimethylspiro[chromene-2,1′-cyclobutan]-4(3H)-one oxime was dissolved in 20 mL of THF and cooled to 0° C. under nitrogen. 3 mL of (8M) borane-pyridine complex was added via syringe followed by 12 mL of (4 M) HCl-dioxane via a syringe pump over 45 min. After complete addition, the ice bath was removed and the reaction slowly warmed to room temperature then stirred overnight. The next day, the solution was added to sat. NaHCO3, extracted with EtOAc, washed with additional sa... The reactants are C(C)S(=O)(=O)C=1SC(=NN1)S(=O)(=O)CC (2,5-bis(ethanesulphonyl)-1,3,4-thiadiazole), O.NN (hydrazine hydrate). Run in CO (methanol). Run at time 20 minute. Product: N(N)C=1SC(=NN1)S(=O)(=O)CC (2-hydrazino-5-ethylsulphonyl-1,3,4-thiadiazole). Yield: 31.7%. RXN SMILES: [CH2:1]([S:3]([C:6]1[S:7][C:8](S(CC)(=O)=O)=[N:9][N:10]=1)(=[O:5])=[O:4])[CH3:2].O.[NH2:17][NH2:18]>CO>[NH:17]([C:8]1[S:7][C:6]([S:3]([CH2:1][CH3:2])(=[O:5])=[O:4])=[N:10][N:9]=1)[NH2:18] |f:1.2|. Procedure: 2,5-bis(ethanesulphonyl)-1,3,4-thiadiazole (67.5 g) was added portionwise to a stirred solution of hydrazine hydrate (25.8 g) in methanol (1000 ml) at room temperature. The mixture was then stirred for 20 minutes and filtered. The solid was crystallised from methanol to give 2-hydrazino-5-ethylsulphonyl-1,3,4-thiadiazole (16.5 g, mp 166°-167° C.). The corresponding semicarbazone was prepared from this compound by reaction with acetaldehyde, then with methylisocyanate by methods analogous to thos... Starting materials: COC(=O)c1cccc([N+](=O)[O-])c1Br, CO, ClCCl, [Na+], [OH-], O, Cl[Sn]Cl. Yields the product COC(=O)c1cccc(N)c1Br. As a reaction SMILES: [CH3:1][O:2][C:3]([c:4]1[c:5]([Br:13])[c:6]([N+:10]([O-:11])=[O:12])[cH:7][cH:8][cH:9]1)=[O:14].[CH3:21][OH:22].[Cl:23][CH2:24][Cl:25].[Na+:20].[OH-:19].[OH2:18].[Sn:15]([Cl:16])[Cl:17]>>[CH3:1][O:2][C:3]([c:4]1[c:5]([Br:13])[c:6]([NH2:10])[cH:7][cH:8][cH:9]1)=[O:14].